Task: describe an organic reaction: reactants, conditions, products, and yield. Dataset: the Open Reaction Database (ORD), a public repository of structured organic reaction records Starting materials: C(=O)C1CN(CCO1)C(=O)OCC1=CC=CC=C1 (benzyl 2-formylmorpholine-4-carboxylate), C1(=CC=CC=C1)P(=CC(=O)OC)(C1=CC=CC=C1)C1=CC=CC=C1 (methyl 2-(triphenylphosphoranylidene)acetate). Run in C(Cl)Cl (DCM). Run at temperature 25 celsius, time 12 hour. Yields the product COC(C=CC1CN(CCO1)C(=O)OCC1=CC=CC=C1)=O (Benzyl 2-(3-methoxy-3-oxoprop-1-en-1-yl)morpholine-4-carboxylate). Isolated yield 48.0%. Reaction SMILES: [CH:1]([CH:3]1[O:8][CH2:7][CH2:6][N:5]([C:9]([O:11][CH2:12][C:13]2[CH:18]=[CH:17][CH:16]=[CH:15][CH:14]=2)=[O:10])[CH2:4]1)=O.C1(P(C2C=CC=CC=2)(C2C=CC=CC=2)=[CH:26][C:27]([O:29][CH3:30])=[O:28])C=CC=CC=1>C(Cl)Cl>[CH3:30][O:29][C:27](=[O:28])[CH:26]=[CH:1][CH:3]1[O:8][CH2:7][CH2:6][N:5]([C:9]([O:11][CH2:12][C:13]2[CH:14]=[CH:15][CH:16]=[CH:17][CH:18]=2)=[O:10])[CH2:4]1. Reported procedure: A mixture of benzyl 2-formylmorpholine-4-carboxylate (1.5 g, 6 mmol) and methyl 2-(triphenylphosphoranylidene)acetate (2.01 g, 6 mmol) in DCM (30 mL) was stirred at 25° C. for 12 hours under N2. The mixture was concentrated in vacuo, and the residue was purified by a silica gel column chromatography (PETROLEUM ETHER/EtOAc (V/V)=3/1) to give the title compound as colorless oil (0.88 g, 48%). The compound was characterized by the following spectroscopic data: